This data is from the Open Reaction Database (ORD), a public repository of structured organic reaction records. The task is: describe an organic reaction: reactants, conditions, products, and yield The solvent is O (water), O (water). As a reaction SMILES: [C:1]1([CH:7]([C:36]2[CH:41]=[CH:40][CH:39]=[CH:38][CH:37]=2)[O:8][CH:9]2[CH2:14][CH2:13][N:12]([CH2:15][CH2:16][CH2:17][NH:18][C:19]3[CH:20]=[CH:21][C:22]4[N:23]([CH:25]=[C:26]([C:28]([CH3:35])([CH3:34])[C:29]([O:31]CC)=[O:30])[N:27]=4)[N:24]=3)[CH2:11][CH2:10]2)[CH:6]=[CH:5][CH:4]=[CH:3][CH:2]=1.[OH-].[Na+].Cl.C(OCC)(=[O:47])C>O>[OH2:8].[OH2:47].[C:36]1([CH:7]([C:1]2[CH:6]=[CH:5][CH:4]=[CH:3][CH:2]=2)[O:8][CH:9]2[CH2:10][CH2:11][N:12]([CH2:15][CH2:16][CH2:17][NH:18][C:19]3[CH:20]=[CH:21][C:22]4[N:23]([CH:25]=[C:26]([C:28]([CH3:35])([CH3:34])[C:29]([OH:31])=[O:30])[N:27]=4)[N:24]=3)[CH2:13][CH2:14]2)[CH:41]=[CH:40][CH:39]=[CH:38][CH:37]=1 |f:1.2,6.7.8|. Product: O.O.C1(=CC=CC=C1)C(OC1CCN(CC1)CCCNC=1C=CC=2N(N1)C=C(N2)C(C(=O)O)(C)C)C2=CC=CC=C2 (2-[6-[3-[4-(Diphenylmethoxy)piperidino]propylamino]imidazo[1,2-b]pyridazin-2-yl]-2-methylpropionic Acid Dihydrate). Conditions: temperature 60 celsius, time 1 hour. Reported procedure: In 24 L of dimethyl sulfoxide were suspended 14.5 kg (44.68 mol) of 4-(diphenylmethoxy)-1-piperidinepropaneamine, 8.0 kg (29.88 mol) of ethyl 2-(6-chloroimidazo[1,2-b]pyridazin-2-yl)-2-methylpropionate, 6.3 kg (59.43 mol) of sodium carbonate and 300 g (2.92 mol) of sodium bromide, which were then heated to 145±5° C. under a nitrogen atmosphere and stirred for 7 hours. After cooling to room temperature, 80 L of ethyl acetate and 80 L of water were added, followed by separation into two layers. Th... The yield is 80.1%. The reactants are C(C)(=O)OCC (ethyl acetate), C1(=CC=CC=C1)C(OC1CCN(CC1)CCCNC=1C=CC=2N(N1)C=C(N2)C(C(=O)OCC)(C)C)C2=CC=CC=C2 (ethyl 2-[6-[3-[4-(diphenylmethoxy)piperidino]propylamino]imidazo[1,2-b]pyridazin-2-yl]-2-methylpropionate), [OH-].[Na+] (sodium hydroxide), Cl (hydrochloric acid), Cl (hydrochloric acid). The reactants are C(=O)(O)[C@H]([C@H](C(=O)NN(S(=O)(=O)C)CC(C)C)CC(C)C)C1CCCC1 (2(R)-[(S)-(carboxy)(cyclopentyl)methyl]-2′-isobutyl-2′-(methanesulphonyl)-4-methylvalerohydrazide), ( v ), C1(CCCC1)[C@@H]([C@H](C(=O)NN(S(=O)(=O)C)CC(C)C)CC(C)C)C(NOC1OCCCC1)=O (2(R)-[(S)-(cyclopentyl)[(tetrahydro-2(RS)-pyranyloxy)carbamoyl]methyl]-2′-isobutyl-2′-(methanesulphonyl)-4-methylvalerohydrazide), 2(R)-[(S)-(cyclopentyl)[(tetrahydro-2(RS)-pyranyloxy)carbamoyl]methyl]-2′-isobutyl-2′-2′-(methanesulphonyl)-4-methyl-3-pentenohydrazide, mixture. The product is C(=O)(O)[C@H]([C@H](C(=O)NN(S(=O)(=O)C)CC(C)C)C=C(C)C)C1CCCC1 (2(R)-[(S)-(carboxy)(cyclopentyl)methyl]-2′-isobutyl-2′-(methanesulphonyl)-4-methyl-3-pentenohydrazide), mixture. RXN SMILES: [C:1]([C@@H:4]([CH:22]1[CH2:26][CH2:25][CH2:24][CH2:23]1)[C@@H:5]([CH2:18][CH:19]([CH3:21])[CH3:20])[C:6]([NH:8][N:9]([CH2:14][CH:15]([CH3:17])[CH3:16])[S:10]([CH3:13])(=[O:12])=[O:11])=[O:7])([OH:3])=[O:2].C1([C@H](C(=O)NOC2CCCCO2)[C@@H](CC(C)C)C(NN(CC(C)C)S(C)(=O)=O)=O)CCCC1>>[C:1]([C@@H:4]([CH:22]1[CH2:23][CH2:24][CH2:25][CH2:26]1)[C@@H:5]([CH:18]=[C:19]([CH3:21])[CH3:20])[C:6]([NH:8][N:9]([CH2:14][CH:15]([CH3:17])[CH3:16])[S:10]([CH3:13])(=[O:11])=[O:12])=[O:7])([OH:3])=[O:2]. Reported procedure: In an analogous manner to that described in Example 2, part (v), starting from 0.91 g of a mixture of 2(R)-[(S)-(carboxy)(cyclopentyl)methyl]-2′-isobutyl-2′-(methanesulphonyl)-4-methylvalerohydrazide and 2(R)-[(S)-(carboxy)(cyclopentyl)methyl]-2′-isobutyl-2′-(methanesulphonyl)-4-methyl-3-pentenohydrazide there was obtained 0.357 g of a mixture of 2(R)-[(S)-(cyclopentyl)[(tetrahydro-2(RS)-pyranyloxy)carbamoyl]methyl]-2′-isobutyl-2′-(methanesulphonyl)-4-methylvalerohydrazide and 2(R)-[(S)-(cyclope... Reactants: BrC=1C=C2CCN(C2=CC1)C1=C(C=C(C=C1)C)NC(=O)N1CCN(CC1)C (N-[2-(5-bromo-1-indolinyl)-5-methylphenyl]-4-methyl-1-piperazinecarboxamide). Run in P(=O)(Cl)(Cl)Cl (phosphorus oxychloride). The product is BrC=1C=C2C3=C(C(=NC4=C(N3CC2)C=CC(=C4)C)N4CCN(CC4)C)C1 (4-Bromo-6-(4-methyl-1-piperazinyl)-9-methyl-1,2-dihydrobenzo[b]-pyrrolo [3,2,1-jk][1,4]benzodiazepine). Yield: 53.8%. Reaction SMILES: [Br:1][C:2]1[CH:3]=[C:4]2[C:8](=[CH:9][CH:10]=1)[N:7]([C:11]1[CH:16]=[CH:15][C:14]([CH3:17])=[CH:13][C:12]=1[NH:18][C:19]([N:21]1[CH2:26][CH2:25][N:24]([CH3:27])[CH2:23][CH2:22]1)=O)[CH2:6][CH2:5]2>P(Cl)(Cl)(Cl)=O>[Br:1][C:2]1[CH:3]=[C:4]2[CH2:5][CH2:6][N:7]3[C:8]2=[C:9]([CH:10]=1)[C:19]([N:21]1[CH2:26][CH2:25][N:24]([CH3:27])[CH2:23][CH2:22]1)=[N:18][C:12]1[CH:13]=[C:14]([CH3:17])[CH:15]=[CH:16][C:11]=13. Procedure details: A solution of N-[2-(5-bromo-1-indolinyl)-5-methylphenyl]-4-methyl-1-piperazinecarboxamide (3.3 g, 7.68 mmoles) and phosphorus oxychloride (30 ml) was heated at reflux for 25 minutes under nitrogen. The solution was cooled and excess phosphorus oxychloride was removed at 55°-60° C. under vacuum. Ice-chilled 2N-sodium hydroxide solution (100 ml) and dichloromethane (250 ml) were added to the residue. The organic phase was separated and washed with brine (2 times, 100 ml), dried over anhydrous magn...